Task: describe an organic reaction: reactants, conditions, products, and yield. Dataset: the Open Reaction Database (ORD), a public repository of structured organic reaction records Starting materials: OCCN(C(=O)C1=CC=C2CN(C3=C(CN21)C=CC=C3)C(=O)OC)CCO (10-(Methoxycarbonyl)-10,11-dihydro-5H-pyrrolo[2,1-c][1,4]benzodiazepine-3-carboxylic acid bis-(2-hydroxy-ethyl)-amide), C([O-])([O-])=O.[K+].[K+] (potassium carbonate), [Cl-].[Na+] (sodium chloride), Cl (hydrochloric acid). Solvent: CO (methanol), O (Water). Conditions: time 8 hour. Product: OCCN(C(=O)C1=CC=C2CNC3=C(CN21)C=CC=C3)CCO (10,11-Dihydro-5H-pyrrolo[2,1-c][1,4]benzodiazepine-3-carboxylic acid bis-(2-hydroxy-ethyl)-amide). Reaction SMILES: [OH:1][CH2:2][CH2:3][N:4]([CH2:25][CH2:26][OH:27])[C:5]([C:7]1[N:16]2[C:10]([CH2:11][N:12](C(OC)=O)[C:13]3[CH:20]=[CH:19][CH:18]=[CH:17][C:14]=3[CH2:15]2)=[CH:9][CH:8]=1)=[O:6].C(=O)([O-])[O-].[K+].[K+].Cl.[Cl-].[Na+]>CO.O>[OH:1][CH2:2][CH2:3][N:4]([CH2:25][CH2:26][OH:27])[C:5]([C:7]1[N:16]2[C:10]([CH2:11][NH:12][C:13]3[CH:20]=[CH:19][CH:18]=[CH:17][C:14]=3[CH2:15]2)=[CH:9][CH:8]=1)=[O:6] |f:1.2.3,5.6|. Procedure details: A solution of 10-(methoxycarbonyl)-10,11-dihydro-5H-pyrrolo[2,1-c][1,4]benzodiazepine-3-carboxylic acid bis-(2-hydroxy-ethyl)-amide (5 mmol) of Step B in methanol (50 mL) was treated with potassium carbonate and stirred at room temperature overnight. Water was then added to the solution and the pH adjusted to 6 with 6N hydrochloric acid. The solution was saturated with solid sodium chloride and extracted with dichloromethane. The combined organic layers were dried over anhydrous magnesium sulfat... The reactants are BrC1=C(N)C=CC=C1 (2-bromoaniline), C(Cl)Cl (DCM), C(C(C)(C)C)(=O)Cl (pivaloyl chloride). Run in CCN(CC)CC (Et3N). Reaction conditions: time 25 minute. Product: BrC1=C(C=CC=C1)NC(C(C)(C)C)=O (N-(2-bromophenyl)pivalamide). As a reaction SMILES: C(Cl)Cl.[Br:4][C:5]1[CH:11]=[CH:10][CH:9]=[CH:8][C:6]=1[NH2:7].[C:12](Cl)(=[O:17])[C:13]([CH3:16])([CH3:15])[CH3:14]>CCN(CC)CC>[Br:4][C:5]1[CH:11]=[CH:10][CH:9]=[CH:8][C:6]=1[NH:7][C:12](=[O:17])[C:13]([CH3:16])([CH3:15])[CH3:14]. Reported procedure: DCM (670 Kg) and Et3N (76.4 Kg) were added to a 1000 L glass-lined reactor at 0° C. Then, 2-bromoaniline (3a) (100 Kg, 581 moles, 1.0 equiv.) was added with stirring. The resulting mixture was cooled to 0˜10° C. and pivaloyl chloride (77.1 kg, 640 moles, 1.1 equiv.) was added dropwise (5 kg/h) while maintaining the same temperature. The mixture was stirred at this temperature for 1 h 25 min and reaction progress monitored by HPLC. When it was deemed complete, the reaction was quenched by additio... The reactants are N (NH3), product, N1C=CC=2C(=CC=CC12)B(O)O (indole-4-boronic acid), C1(=CC=C(C=C1)S(=O)(=O)O)C.C1(=CC=C(C=C1)S(=O)(=O)O)C.N1N=CC(=C1)C1=CN=C(S1)O[C@H]1C2CN3CC(CC1C3)C2 ((4s)-4-[5-(Pyrazol-4-yl)-thiazol-2-yloxy]-1-azatricyclo[3.3.1.13,7]decane bis(p-toluenesulfonate)). Yields the product C1(=CC=C(C=C1)S(=O)(=O)O)C.N1C=CC2=C(C=CC=C12)C1=NN=C(S1)O[C@H]1C2CN3CC(CC1C3)C2 ((4s)-4-[5-(1H-Indol-4-yl)-1,3,4-thiadiazol-2-yloxy]-1-azatricyclo[3.3.1.13,7]decane p-toluenesulfonate). Reaction SMILES: [NH:1]1[C:9]2[CH:8]=[CH:7][CH:6]=[C:5](B(O)O)[C:4]=2[CH:3]=[CH:2]1.[C:13]1([CH3:23])[CH:18]=[CH:17][C:16]([S:19]([OH:22])(=[O:21])=[O:20])=[CH:15][CH:14]=1.C1(C)C=CC(S(O)(=O)=O)=CC=1.N1C=C([C:40]2[S:44][C:43]([O:45][C@@H:46]3[CH:53]4[CH2:54][N:49]5[CH2:50][CH:51]([CH2:55][CH:47]3[CH2:48]5)[CH2:52]4)=[N:42]C=2)C=N1.[NH3:56]>>[C:13]1([CH3:23])[CH:14]=[CH:15][C:16]([S:19]([OH:22])(=[O:20])=[O:21])=[CH:17][CH:18]=1.[NH:1]1[C:9]2[C:4](=[C:5]([C:40]3[S:44][C:43]([O:45][C@@H:46]4[CH:53]5[CH2:54][N:49]6[CH2:50][CH:51]([CH2:55][CH:47]4[CH2:48]6)[CH2:52]5)=[N:42][N:56]=3)[CH:6]=[CH:7][CH:8]=2)[CH:3]=[CH:2]1 |f:1.2.3,5.6|. Procedure details: The free base of the title compound was prepared from the product of Example 41B (190 mg, 0.60 mmol) and indole-4-boronic acid (192 mg, 1.19 mmol; Frontier) according to Method F, and converted to the p-toluenesulfonate salt using the procedure of Method H: 1H NMR (300 MHz, methanol-D4) δ ppm 1.96 (d, J=12.5 Hz, 2H), 2.19 (s, 1H), 2.33 (d, J=13.5 Hz, 2H), 2.36 (s, 3H), 2.64 (s, 2H), 3.52-3.77 (m, 6H), 5.36 (s, 1H), 7.04 (d, J=3.0 Hz, 1H), 7.17-7.27 (m, 3H), 7.43 (d, J=3.4 Hz, 1H), 7.49 (d, J=6.7... The reactants are carboxylic ester, ClC(C(=N)N)(Cl)Cl (trichloroacetamidine), C(CC(=O)C)(=O)[O-] (acetoacetate). Yields the product OC1=NC(=NC=C1)C(Cl)(Cl)Cl (4-hydroxy-2-trichloromethylpyrimidine). As a reaction SMILES: [Cl:1][C:2]([Cl:7])([Cl:6])[C:3]([NH2:5])=[NH:4].[C:8]([O-])(=O)[CH2:9][C:10](C)=[O:11]>>[OH:11][C:10]1[CH:9]=[CH:8][N:5]=[C:3]([C:2]([Cl:7])([Cl:6])[Cl:1])[N:4]=1. Procedure: The carboxylic ester compounds of the present invention may be prepared by reacting trichloroacetamidine with a selected acetoacetate to form the corresponding 4-hydroxy-2-trichloromethylpyrimidine, which is then reacted with a selected carboxylic acid chloride. These general reactions are illustrated below in equations (A) and (B). In equation (A), trichloroacetamidine is reacted with ethyl 2-chloroacetoacetate to form 5-chloro-4-hydroxy-6-methyl-2-trichloromethyl-pyrimidine. In equation (B), t... The reactants are cupric oxide, cupric chloride, cupric oxide, cupric chloride, [Si](C1=CC=CC=C1)(C1=CC=CC=C1)(C(C)(C)C)OC[C@@H]1C=C([C@H]1CO[Si](C1=CC=CC=C1)(C1=CC=CC=C1)C(C)(C)C)SC ((-)-(3R,4R)-3,4-bis(t-butyldiphenylsilyloxymethyl)-1-methylthio-1-cyclobutene), P(=O)([O-])([O-])[O-] (phosphate). Reagents/catalysts: O (water), CN(C)C=O (DMF). Run in CC(=O)C (acetone). Run at time 6 hour. The product is [Si](C1=CC=CC=C1)(C1=CC=CC=C1)(C(C)(C)C)OC[C@@H]1C(C[C@H]1CO[Si](C1=CC=CC=C1)(C1=CC=CC=C1)C(C)(C)C)=O ((-)-(2R,3R)-2,3-bis(t-butyldiphenylsilyloxymethyl)-1-cyclobutanone). As a reaction SMILES: [Si:1]([O:18][CH2:19][C@H:20]1[C@H:23]([CH2:24][O:25][Si:26]([C:39]([CH3:42])([CH3:41])[CH3:40])([C:33]2[CH:38]=[CH:37][CH:36]=[CH:35][CH:34]=2)[C:27]2[CH:32]=[CH:31][CH:30]=[CH:29][CH:28]=2)[C:22](SC)=[CH:21]1)([C:14]([CH3:17])([CH3:16])[CH3:15])([C:8]1[CH:13]=[CH:12][CH:11]=[CH:10][CH:9]=1)[C:2]1[CH:7]=[CH:6][CH:5]=[CH:4][CH:3]=1.P([O-])([O-])([O-])=[O:46]>O.CN(C=O)C.CC(C)=O>[Si:26]([O:25][CH2:24][C@H:23]1[C@H:20]([CH2:19][O:18][Si:1]([C:14]([CH3:15])([CH3:16])[CH3:17])([C:2]2[CH:3]=[CH:4][CH:5]=[CH:6][CH:7]=2)[C:8]2[CH:13]=[CH:12][CH:11]=[CH:10][CH:9]=2)[CH2:21][C:22]1=[O:46])([C:39]([CH3:40])([CH3:41])[CH3:42])([C:27]1[CH:32]=[CH:31][CH:30]=[CH:29][CH:28]=1)[C:33]1[CH:34]=[CH:35][CH:36]=[CH:37][CH:38]=1. Procedure: To 29.00 mg of cupric oxide (CuO) and 42.65 mg of cupric chloride (CUCl2) were added 5 ml of acetone, one drop of distilled water and two drops of DMF. To the suspension thus obtained was added 44 mg of (-)-(3R,4R)-3,4-bis(t-butyldiphenylsilyloxymethyl)-1-methylthio-1-cyclobutene. After stirring the obtained mixture at 30° to 40° C. for 6 hours, 24.25 mg of cupric oxide (CuO) and 88.75 mg of cupric chloride (CuCl2) were further added thereto. The obtained mixture was stirred at 30° to 40° C. for...